This data is from the Open Reaction Database (ORD), a public repository of structured organic reaction records. The task is: describe an organic reaction: reactants, conditions, products, and yield Reactants: Example 1 ( b ), Br.ClC=1C(=C(C=CC1)N=C1SCC(N1C)(O)C1=CC(=C(C=C1)Cl)S(N(C)C)(=O)=O)C (2-(3-chloro-2-methylphenyl-imino)-4-(4-chloro-3-dimethylsulfamoylphenyl)-3-methylthiazolidin-4-ol hydrobromide). Solvent: C(CC)(=O)O (propionic acid), C(C)(=O)O (acetic acid). Yields the product Br.ClC=1C(=C(C=CC1)N=C1SC=C(N1C)C1=CC(=C(C=C1)Cl)S(N(C)C)(=O)=O)C (2-(3-Chloro-2-methylphenyl-imino)-4-(4-chloro-3-dimethylsulfamoylphenyl)-3-methyl-4-thiazoline hydrobromide). Reaction SMILES: [BrH:1].[Cl:2][C:3]1[C:4]([CH3:30])=[C:5]([N:9]=[C:10]2[N:14]([CH3:15])[C:13]([C:17]3[CH:22]=[CH:21][C:20]([Cl:23])=[C:19]([S:24](=[O:29])(=[O:28])[N:25]([CH3:27])[CH3:26])[CH:18]=3)(O)[CH2:12][S:11]2)[CH:6]=[CH:7][CH:8]=1>C(O)(=O)C.C(O)(=O)CC>[BrH:1].[Cl:2][C:3]1[C:4]([CH3:30])=[C:5]([N:9]=[C:10]2[N:14]([CH3:15])[C:13]([C:17]3[CH:22]=[CH:21][C:20]([Cl:23])=[C:19]([S:24](=[O:29])(=[O:28])[N:25]([CH3:26])[CH3:27])[CH:18]=3)=[CH:12][S:11]2)[CH:6]=[CH:7][CH:8]=1 |f:0.1,4.5|. Reported procedure: Obtained by a procedure analogous to that indicated in Example 1 (b), from 2-(3-chloro-2-methylphenyl-imino)-4-(4-chloro-3-dimethylsulfamoylphenyl)-3-methylthiazolidin-4-ol hydrobromide, by heating under reflux for 20 minutes in glacial acetic acid or by heating at 110° C. in propionic acid for 45 minutes. Colorless crystals; melting point 226°-228° C. (with decomposition). Reactants: potassium tert.-butylate, ClC(C(=O)OC(C)(C)C)Cl (tert.-butyl dichloroacetate), C(CC)=O (propanal), CCOCC (ether), O (water). Run in O1CCCC1 (tetrahydrofuran), O1CCCC1 (tetrahydrofuran). Reaction conditions: temperature -20 celsius, time 20 minute. The product is ClC1(OC1CC)C(=O)OC(C)(C)C (1,1-dimethylethyl 2-chloro-3-ethyloxirane carboxylate). As a reaction SMILES: Cl[CH:2]([Cl:10])[C:3]([O:5][C:6]([CH3:9])([CH3:8])[CH3:7])=[O:4].[CH:11](=[O:14])[CH2:12][CH3:13].CCOCC.O>O1CCCC1>[Cl:10][C:2]1([C:3]([O:5][C:6]([CH3:7])([CH3:8])[CH3:9])=[O:4])[CH:11]([CH2:12][CH3:13])[O:14]1. Procedure: 4 ml of tert.-butyl dichloroacetate and 2 ml of propanal diluted with 2 ml of tetrahydrofuran were mixed together and cooled to -20° C. 28 ml of 0.9M/l of potassium tert.-butylate in tetrahydrofuran were introduced over 12 minutes and at -20° C. followed by allowing the temperature to rise to 20° C. over 1 hour 20 minutes. 25 ml of ether and 25 ml of water were added, followed by stirring, decanting, and re-extracting with ether. The organic phase was washed with water saturated with sodium chlo... The reactants are N(=NC(=O)OCC)C(=O)OCC (diethyl azodicarboxylate), ClC1=C(C=NC2=CC(=C(C=C12)OC)O)C#N (4-chloro-7-hydroxy-6-methoxy-quinoline-3-carbonitrile), N1=CC=C(C=C1)CCCO (3-(4-pyridyl)-1-propanol), C1(=CC=CC=C1)P(C1=CC=CC=C1)C1=CC=CC=C1 (triphenylphosphine). Solvent: C(Cl)Cl (methylene chloride). Run at temperature 0 celsius, time 30 minute. Yields the product ClC1=C(C=NC2=CC(=C(C=C12)OC)OCCCC1=CC=NC=C1)C#N (4-chloro-6-methoxy-7-(3-pyridin-4-yl-propoxy)-quinoline-3-carbonitrile). Yield: 85.3%. RXN SMILES: [Cl:1][C:2]1[C:11]2[C:6](=[CH:7][C:8]([OH:14])=[C:9]([O:12][CH3:13])[CH:10]=2)[N:5]=[CH:4][C:3]=1[C:15]#[N:16].[N:17]1[CH:22]=[CH:21][C:20]([CH2:23][CH2:24][CH2:25]O)=[CH:19][CH:18]=1.C1(P(C2C=CC=CC=2)C2C=CC=CC=2)C=CC=CC=1.N(C(OCC)=O)=NC(OCC)=O>C(Cl)Cl>[Cl:1][C:2]1[C:11]2[C:6](=[CH:7][C:8]([O:14][CH2:25][CH2:24][CH2:23][C:20]3[CH:21]=[CH:22][N:17]=[CH:18][CH:19]=3)=[C:9]([O:12][CH3:13])[CH:10]=2)[N:5]=[CH:4][C:3]=1[C:15]#[N:16]. Reported procedure: A mixture of 0.070 g of 4-chloro-7-hydroxy-6-methoxy-quinoline-3-carbonitrile, 0.062 g of 3-(4-pyridyl)-1-propanol and 0.235 g of triphenylphosphine in 3 ml of methylene chloride under nitrogen was cooled to 0° C. To this was added 0.14 ml of diethyl azodicarboxylate dropwise. After 30 minutes, the reaction mixture was warmed to room temperature and further stirred for 2 hours. The mixture was concentrated down to 1 ml and purified by silica gel chromatography, eluting with a solvent gradient of... Reactants: [BH4-], COc1ccc(Br)cc1C1CN(Cc2ccccc2)C(=O)CO1, CO, C[Si](C)(C)Cl, [Li+], C1CCOC1. Yields the product COc1ccc(Br)cc1C1CN(Cc2ccccc2)CCO1. Reaction SMILES: [BH4-:24].[CH2:1]([c:2]1[cH:3][cH:4][cH:5][cH:6][cH:7]1)[N:8]1[C:9](=[O:23])[CH2:10][O:11][CH:12]([c:14]2[c:15]([O:21][CH3:22])[cH:16][cH:17][c:18]([Br:20])[cH:19]2)[CH2:13]1.[CH3:31][OH:32].[Cl:26][Si:27]([CH3:28])([CH3:29])[CH3:30].[Li+:25].[O:33]1[CH2:34][CH2:35][CH2:36][CH2:37]1>>[CH2:1]([c:2]1[cH:3][cH:4][cH:5][cH:6][cH:7]1)[N:8]1[CH2:9][CH2:10][O:11][CH:12]([c:14]2[c:15]([O:21][CH3:22])[cH:16][cH:17][c:18]([Br:20])[cH:19]2)[CH2:13]1. Yields the product ClC1=CC=C(C=C1)C1=NN(C=2CCNCCC12)CC1=C(C=CC=C1)C (3-(4-Chloro-phenyl)-1-(2-methyl-benzyl)-1,4,5,6,7,8-hexahydro-1,2,6-triaza-azulene). Starting materials: C(C)(C)(C)OC(=O)N1CCC=2C(=NNC2CC1)C1=CC=C(C=C1)Cl (3-(4-chloro-phenyl)-4,5,7,8-tetrahydro-1H-1,2,6-triaza-azulene-6-carboxylic acid tert-butyl ester), CC1=C(CCl)C=CC=C1 (2-methylbenzyl chloride), C(C)(C)(C)OC(=O)N1CCC2=C(N(N=C2CC1)CC1=C(C=CC=C1)C)C1=CC=C(C=C1)Cl (3-(4-chloro-phenyl)-2-(2-methyl-benzyl)-4,5,7,8-tetrahydro-2H-1,2,6-triaza-azulene-6-carboxylic acid tert-butyl ester). RXN SMILES: C(OC([N:8]1[CH2:17][CH2:16][C:15]2[NH:14][N:13]=[C:12]([C:18]3[CH:23]=[CH:22][C:21]([Cl:24])=[CH:20][CH:19]=3)[C:11]=2[CH2:10][CH2:9]1)=O)(C)(C)C.[CH3:25][C:26]1[CH:33]=[CH:32][CH:31]=[CH:30][C:27]=1[CH2:28]Cl.C(OC(N1CCC2C(=C(C3C=CC(Cl)=CC=3)N(CC3C=CC=CC=3C)N=2)CC1)=O)(C)(C)C>>[Cl:24][C:21]1[CH:20]=[CH:19][C:18]([C:12]2[C:11]3[CH2:10][CH2:9][NH:8][CH2:17][CH2:16][C:15]=3[N:14]([CH2:25][C:26]3[CH:33]=[CH:32][CH:31]=[CH:30][C:27]=3[CH3:28])[N:13]=2)=[CH:23][CH:22]=1. Yield: 42.6%. Reported procedure: The title compound (0.03 g) was prepared from 3-(4-chloro-phenyl)-4,5,7,8-tetrahydro-1H-1,2,6-triaza-azulene-6-carboxylic acid tert-butyl ester (Example 103, Step B; 0.2 mmol) using 2-methylbenzyl chloride (0.3 mmol) in place of 2-chloromethyl-thiophene. The reaction sequence also yielded 3-(4-chloro-phenyl)-2-(2-methyl-benzyl)-4,5,7,8-tetrahydro-2H-1,2,6-triaza-azulene-6-carboxylic acid tert-butyl ester in the alkylation step. MS (ESI): exact mass calculated for C21H22ClN3, 351.15. found, m/z 3... The reactants are [N+](=O)(O)[O-] (nitric acid), N1CCCC2=CC=CC=C12 (1,2,3,4-Tetrahydroquinoline), ice. The solvent is S(O)(O)(=O)=O (sulfuric acid). Conditions: time 30 minute. The product is [N+](=O)([O-])C1=CC=C2CCCNC2=C1 (7-nitro-1,2,3,4-tetrahydroquinoline). Isolated yield 61.4%. RXN SMILES: [NH:1]1[C:10]2[C:5](=[CH:6][CH:7]=[CH:8][CH:9]=2)[CH2:4][CH2:3][CH2:2]1.[N+:11]([O-])([OH:13])=[O:12]>S(=O)(=O)(O)O>[N+:11]([C:8]1[CH:9]=[C:10]2[C:5]([CH2:4][CH2:3][CH2:2][NH:1]2)=[CH:6][CH:7]=1)([O-:13])=[O:12]. Procedure: 1,2,3,4-Tetrahydroquinoline (5 g, 0.0375 mol) was dissolved in 16 mL of sulfuric acid and the temperature lowered to 0° C., then 90% fuming nitric acid (1.67 mL, 0.0375 mol) was added slowly and the mixture strirred at 0° C. for 30 min. It was then poured onto 100 g of ice and extracted with dichloromethane (2×100 mL). The organic phase was washed with saturated aqueous solution of NaHCO3 (75 mL) and concentrated in vacuo to a reddish residue that was subjected to chromatography (silica gel, hex...